The task is: describe an organic reaction: reactants, conditions, products, and yield. This data is from the Open Reaction Database (ORD), a public repository of structured organic reaction records. The reactants are [N+](=O)([O-])C1=CC=C(COC=2C=C(C(=O)NC3=C(C=CC=C3)S(N)(=O)=O)C=CC2)C=C1 (3-(4-nitrobenzyloxy)-N-(2-sulfamoylphenyl)benzamide), C(CCCCC)(=O)Cl (hexanoyl chloride). Reagents/catalysts: CN(C1=CC=NC=C1)C (4-dimethylaminopyridine). The solvent is O1CCCC1 (tetrahydrofuran). Run at time 1 hour. The product is [N+](=O)([O-])C1=CC=C(COC=2C=C(C(=O)NC3=C(C=CC=C3)S(=O)(=O)NC(CCCCC)=O)C=CC2)C=C1 (N-[2-[3-(4-Nitrobenzyloxy)benzamido]benzenesulfonyl]hexanamide). The yield is 869.8%. RXN SMILES: [C:1](Cl)(=[O:7])[CH2:2][CH2:3][CH2:4][CH2:5][CH3:6].[N+:9]([C:12]1[CH:38]=[CH:37][C:15]([CH2:16][O:17][C:18]2[CH:19]=[C:20]([CH:34]=[CH:35][CH:36]=2)[C:21]([NH:23][C:24]2[CH:29]=[CH:28][CH:27]=[CH:26][C:25]=2[S:30](=[O:33])(=[O:32])[NH2:31])=[O:22])=[CH:14][CH:13]=1)([O-:11])=[O:10]>CN(C)C1C=CN=CC=1.O1CCCC1>[N+:9]([C:12]1[CH:13]=[CH:14][C:15]([CH2:16][O:17][C:18]2[CH:19]=[C:20]([CH:34]=[CH:35][CH:36]=2)[C:21]([NH:23][C:24]2[CH:29]=[CH:28][CH:27]=[CH:26][C:25]=2[S:30]([NH:31][C:1](=[O:7])[CH2:2][CH2:3][CH2:4][CH2:5][CH3:6])(=[O:33])=[O:32])=[O:22])=[CH:37][CH:38]=1)([O-:11])=[O:10]. Procedure: In a stream of nitrogen and at 0° C., 0.11 ml (0.80 mmol) of hexanoyl chloride was added to an anhydrous tetrahydrofuran (10 ml) solution containing 300 mg (0.07 mmol) of 3-(4-nitrobenzyloxy)-N-(2-sulfamoylphenyl)benzamide produced in Reference Example 5 and 171 mg (1.40 mmol) of 4-dimethylaminopyridine, the mixture was stirred at room temperature for 1 hour and then the solvent was evaporated under a reduced pressure. The resulting residue was dissolved in ethyl acetate, washed with water, a po...